This data is from the Open Reaction Database (ORD), a public repository of structured organic reaction records. The task is: describe an organic reaction: reactants, conditions, products, and yield Starting materials: CCNC(=O)c1ccc(-n2nnc(C(=O)NC3CC3)c2C=Cc2cnn(C(c3ccccc3)(c3ccccc3)c3ccccc3)c2)cc1, O=C(O)C(F)(F)F. The product is CCNC(=O)c1ccc(-n2nnc(C(=O)NC3CC3)c2C=Cc2cn[nH]c2)cc1. As a reaction SMILES: [CH:1]1([NH:4][C:5](=[O:6])[c:7]2[n:8][n:9][n:10](-[c:38]3[cH:39][cH:40][c:41]([C:44](=[O:45])[NH:46][CH2:47][CH3:48])[cH:42][cH:43]3)[c:11]2[CH:12]=[CH:13][c:14]2[cH:15][n:16][n:17]([C:19]([c:20]3[cH:21][cH:22][cH:23][cH:24][cH:25]3)([c:26]3[cH:27][cH:28][cH:29][cH:30][cH:31]3)[c:32]3[cH:33][cH:34][cH:35][cH:36][cH:37]3)[cH:18]2)[CH2:2][CH2:3]1.[OH:49][C:50]([C:51]([F:52])([F:53])[F:54])=[O:55]>>[CH:1]1([NH:4][C:5](=[O:6])[c:7]2[n:8][n:9][n:10](-[c:38]3[cH:39][cH:40][c:41]([C:44](=[O:45])[NH:46][CH2:47][CH3:48])[cH:42][cH:43]3)[c:11]2[CH:12]=[CH:13][c:14]2[cH:15][n:16][nH:17][cH:18]2)[CH2:2][CH2:3]1. The reactants are CCOC(=O)C(C(=O)OCC)C(NC(C)=O)[PH](=O)O, CC(C)CI, CC(=O)O, CS(C)=O, [H-], [Na+]. Product: CCOC(=O)C(CC(C)C)(C(=O)OCC)C(NC(C)=O)[PH](=O)O. As a reaction SMILES: [C:1]([CH3:2])(=[O:3])[NH:4][CH:5]([CH:6]([C:7](=[O:8])[O:9][CH2:10][CH3:11])[C:12](=[O:13])[O:14][CH2:15][CH3:16])[PH:17](=[O:18])[OH:19].[CH2:22]([CH:23]([CH3:24])[CH3:25])[I:26].[CH3:27][C:28](=[O:29])[OH:30].[CH3:31][S:32](=[O:33])[CH3:34].[H-:20].[Na+:21]>>[C:1]([CH3:2])(=[O:3])[NH:4][CH:5]([C:6]([C:7](=[O:8])[O:9][CH2:10][CH3:11])([C:12](=[O:13])[O:14][CH2:15][CH3:16])[CH2:22][CH:23]([CH3:24])[CH3:25])[PH:17](=[O:18])[OH:19]. Starting materials: [K+], NOS(=O)(=O)O, Nc1nc2ccccc2[nH]1, [OH-], O. The product is Nc1nc2ccccc2n1N. As a reaction SMILES: [K+:18].[NH2:1][O:2][S:3]([OH:4])(=[O:5])=[O:6].[NH2:7][c:8]1[n:9][c:10]2[cH:11][cH:12][cH:13][cH:14][c:15]2[nH:16]1.[OH-:17].[OH2:19]>>[NH2:1][n:9]1[c:8]([NH2:7])[n:16][c:15]2[c:10]1[cH:11][cH:12][cH:13][cH:14]2. The reactants are O=C(O)C1CC(O)(CCCc2ccccc2)CN1C(=O)OCc1ccccc1, CC(=O)SCCC(=O)N1CC(O)(CCCc2ccccc2)CC1C(=O)O. The product is O=C(O)C1CC(O)(CCCc2ccccc2)CN1. RXN SMILES: [C:1]([O:2][CH2:3][c:4]1[cH:5][cH:6][cH:7][cH:8][cH:9]1)(=[O:10])[N:11]1[CH:12]([C:13](=[O:14])[OH:15])[CH2:16][C:17]([CH2:19][CH2:20][CH2:21][c:22]2[cH:23][cH:24][cH:25][cH:26][cH:27]2)([OH:28])[CH2:18]1.[C:29]([S:30][CH2:31][CH2:32][C:33]([N:34]1[CH2:35][C:36]([OH:37])([CH2:38][CH2:39][CH2:40][c:41]2[cH:42][cH:43][cH:44][cH:45][cH:46]2)[CH2:47][CH:48]1[C:49]([OH:50])=[O:51])=[O:52])(=[O:53])[CH3:54]>>[NH:11]1[CH:12]([C:13](=[O:14])[OH:15])[CH2:16][C:17]([CH2:19][CH2:20][CH2:21][c:22]2[cH:23][cH:24][cH:25][cH:26][cH:27]2)([OH:28])[CH2:18]1. Starting materials: ClC(COC(=O)NC=1SC=C(N1)C=O)(Cl)Cl (2-(β,β,β-trichloroethoxycarbonyl)amino-4-formylthiazole), [C-]#N.[K+] (KCN), OP(=O)(O)[O-].[K+] (KH2PO4), O (water). The solvent is CN(C=O)C (dimethylformamide). The product is OC(C#N)C=1N=C(SC1)NC(=O)OCC(Cl)(Cl)Cl (α-hydroxy-[2-(β,β,β-trichloroethoxycarbonyl)aminothiazol-4-yl]acetonitrile). As a reaction SMILES: [Cl:1][C:2]([Cl:16])([Cl:15])[CH2:3][O:4][C:5]([NH:7][C:8]1[S:9][CH:10]=[C:11]([CH:13]=[O:14])[N:12]=1)=[O:6].OP([O-])(O)=O.[K+].O.[C-:24]#[N:25].[K+]>CN(C)C=O>[OH:14][CH:13]([C:11]1[N:12]=[C:8]([NH:7][C:5]([O:4][CH2:3][C:2]([Cl:1])([Cl:15])[Cl:16])=[O:6])[S:9][CH:10]=1)[C:24]#[N:25] |f:1.2,4.5|. Procedure details: To a mixture of 1.0 g. of 2-(β,β,β-trichloroethoxycarbonyl)amino-4-formylthiazole, 0.87 g. of KH2PO4, 6 ml. of water and 4 ml. of dimethylformamide is added 0.33 g. of KCN at room temperature and the mixture is stirred for 30 minutes. The reaction mixture is extracted with ethyl acetate and the ethyl acetate layer is washed with water and dried. Evaporation of ethyl acetate gives α-hydroxy-[2-(β,β,β-trichloroethoxycarbonyl)aminothiazol-4-yl]acetonitrile 1.127 g.